Dataset: the Open Reaction Database (ORD), a public repository of structured organic reaction records. Task: describe an organic reaction: reactants, conditions, products, and yield Reactants: OCCC(=C[C@H](C(=O)OCC1=CC=CC=C1)N)CP(=O)(O)O (benzyl 6-hydroxy-2(R)-amino-4-phosphonomethyl-hex-3-enoate), [H][H] (hydrogen). The reagents and catalysts are [Pd] (palladium on charcoal). Run in O (water). Product: OCCC(=C[C@H](C(=O)O)N)CP(=O)(O)O (6-hydroxy-2(R)-amino-4-phosphonomethyl-hex-3-enoic acid). Yield: 61.7%. RXN SMILES: [OH:1][CH2:2][CH2:3][C:4]([CH2:18][P:19]([OH:22])([OH:21])=[O:20])=[CH:5][C@@H:6]([NH2:17])[C:7]([O:9]CC1C=CC=CC=1)=[O:8].[H][H]>O.[Pd]>[OH:1][CH2:2][CH2:3][C:4]([CH2:18][P:19]([OH:22])([OH:21])=[O:20])=[CH:5][C@@H:6]([NH2:17])[C:7]([OH:9])=[O:8]. Reported procedure: 2.5 g (7.59 mmol) of benzyl 6-hydroxy-2(R)-amino-4-phosphonomethyl-hex-3-enoate are dissolved in 35 ml of water and, after addition of 0.25 g of 10% palladium on charcoal, subjected to hydrogenolysis under normal pressure. When no more hydrogen is taken up, the catalyst is filtered off over diatomeic earth, and the filtrate is hydrophilized. 1.12 g (61% yield) of 6-hydroxy-2(R)-amino-4-phosphonomethyl-hex-3-enoic acid are thus obtained. ee=91%; αD -59° (c=1.0 H2O). Starting materials: COc1cc(C=CC#N)ccc1-n1cnc(C)c1, CCOCC, CCO, Cl. Yields the product CCOC(=N)C=Cc1ccc(-n2cnc(C)c2)c(OC)c1. Reaction SMILES: [CH3:1][O:2][c:3]1[cH:4][c:5]([CH:15]=[CH:16][C:17]#[N:18])[cH:6][cH:7][c:8]1-[n:9]1[cH:10][n:11][c:12]([CH3:14])[cH:13]1.[CH3:20][CH2:21][O:22][CH2:23][CH3:24].[CH3:25][CH2:26][OH:27].[ClH:19]>>[CH3:1][O:2][c:3]1[cH:4][c:5]([CH:15]=[CH:16][C:17](=[NH:18])[O:22][CH2:21][CH3:20])[cH:6][cH:7][c:8]1-[n:9]1[cH:10][n:11][c:12]([CH3:14])[cH:13]1.